Dataset: the Open Reaction Database (ORD), a public repository of structured organic reaction records. Task: describe an organic reaction: reactants, conditions, products, and yield Reactants: C(CC)(=O)Cl (propionyl chloride), C(C)(C)(C)OC(=O)NO (N-tert-butoxycarbonyl hydroxylamine). Yields the product C(CC)(=O)ONC(=O)OC(C)(C)C ([(tert-Butoxy)carbonyl]amino propanoate). As a reaction SMILES: [C:1](Cl)(=[O:4])[CH2:2][CH3:3].[C:6]([O:10][C:11]([NH:13][OH:14])=[O:12])([CH3:9])([CH3:8])[CH3:7]>>[C:1]([O:14][NH:13][C:11]([O:10][C:6]([CH3:9])([CH3:8])[CH3:7])=[O:12])(=[O:4])[CH2:2][CH3:3]. Procedure details: [(tert-Butoxy)carbonyl]amino propanoate is prepared from propionyl chloride and N-tert-butoxycarbonyl hydroxylamine according to Scheme 1 described by Carpino et al. J. Am. Chem. Soc. 1959, 955-957. (3.4 g, 48%), 1H NMR (250 MHz, DMSO-d6) δ ppm 10.57 (1H, br. s.), 2.40 (2H, q, 7.5 Hz), 1.40 (9H, s), 1.07 (3H, t, 7.4 Hz). Starting materials: CCCCCCCCCCCCCCCC(=O)Cl, CCOCC, CO, OCCNCCO. Product: CCCCCCCCCCCCCCCC(=O)N(CCO)CCO. Reaction SMILES: [C:1]([CH2:2][CH2:3][CH2:4][CH2:5][CH2:6][CH2:7][CH2:8][CH2:9][CH2:10][CH2:11][CH2:12][CH2:13][CH2:14][CH2:15][CH3:16])(=[O:17])[Cl:18].[CH2:26]([O:27][CH2:28][CH3:29])[CH3:30].[CH3:31][OH:32].[OH:19][CH2:20][CH2:21][NH:22][CH2:23][CH2:24][OH:25]>>[C:1]([CH2:2][CH2:3][CH2:4][CH2:5][CH2:6][CH2:7][CH2:8][CH2:9][CH2:10][CH2:11][CH2:12][CH2:13][CH2:14][CH2:15][CH3:16])(=[O:17])[N:22]([CH2:21][CH2:20][OH:19])[CH2:23][CH2:24][OH:25]. Starting materials: 10g, ClC=1C=C(C=C(C1)Cl)NC1=CC=CC=C1 (N-(3,5-dichlorophenyl)aniline), C(=O)(Cl)Cl (phosgene). The solvent is C1(=CC=CC=C1)C (toluene), C1(=CC=CC=C1)C (toluene). Product: ClC=1C=C(C=C(C1)Cl)N(C(=O)Cl)C1=CC=CC=C1 (N-(3,5-Dichlorophenyl)-N-phenylcarbamoylchloride). RXN SMILES: [Cl:1][C:2]1[CH:3]=[C:4]([NH:9][C:10]2[CH:15]=[CH:14][CH:13]=[CH:12][CH:11]=2)[CH:5]=[C:6]([Cl:8])[CH:7]=1.[C:16](Cl)([Cl:18])=[O:17]>C1(C)C=CC=CC=1>[Cl:1][C:2]1[CH:3]=[C:4]([N:9]([C:10]2[CH:15]=[CH:14][CH:13]=[CH:12][CH:11]=2)[C:16]([Cl:18])=[O:17])[CH:5]=[C:6]([Cl:8])[CH:7]=1. Reported procedure: According to the procedure of Example 10, Step C, 10g (27.9 mmole) of N-(3,5-dichlorophenyl)aniline, 42 mL of 1.93M phosgene in toluene and 25 mL of toluene at a bath temperature of 105° C. for 4.5 hr gave 10.98 g of a yellow oil, which by 1H NMR was 40 mol % (46 wt %) product, the remainder being starting material. The reactants are C1(C=2C(C(N1)=O)=CC=CC2)=O (phthalimide), C1(=CC=CC=C1)P(C1=CC=CC=C1)C1=CC=CC=C1 (triphenylphosphine), N(=NC(=O)OCC)C(=O)OCC (diethyl azodicarboxylate), OCCC1=NN=C2N1C1=C(C(=NC2)C2=C(C=CC=C2)Cl)C=CC=C1 (1-(2-hydroxyethyl)-6-(o-chlorophenyl)-4H-s-triazolo[4,3-a][1,4]benzodiazepine). Solvent: O1CCOCC1 (dioxane). The product is C1(C=2C(C(N1CCC1=NN=C3N1C1=C(C(=NC3)C3=C(C=CC=C3)Cl)C=CC=C1)=O)=CC=CC2)=O (1-(2-phthalimidoethyl)-6-(o-chlorophenyl)-4H-s-triazolo-[4,3-a][1,4]benzodiazepine). RXN SMILES: O[CH2:2][CH2:3][C:4]1[N:8]2[C:9]3[CH:24]=[CH:23][CH:22]=[CH:21][C:10]=3[C:11]([C:14]3[CH:19]=[CH:18][CH:17]=[CH:16][C:15]=3[Cl:20])=[N:12][CH2:13][C:7]2=[N:6][N:5]=1.[C:25]1(=[O:35])[NH:29][C:28](=[O:30])[C:27]2=[CH:31][CH:32]=[CH:33][CH:34]=[C:26]12.C1(P(C2C=CC=CC=2)C2C=CC=CC=2)C=CC=CC=1.N(C(OCC)=O)=NC(OCC)=O>O1CCOCC1>[C:25]1(=[O:35])[N:29]([CH2:2][CH2:3][C:4]2[N:8]3[C:9]4[CH:24]=[CH:23][CH:22]=[CH:21][C:10]=4[C:11]([C:14]4[CH:19]=[CH:18][CH:17]=[CH:16][C:15]=4[Cl:20])=[N:12][CH2:13][C:7]3=[N:6][N:5]=2)[C:28](=[O:30])[C:27]2=[CH:31][CH:32]=[CH:33][CH:34]=[C:26]12. Reported procedure: In the manner given in Example 2, 1-(2-hydroxyethyl)-6-(o-chlorophenyl)-4H-s-triazolo[4,3-a][1,4]benzodiazepine in dioxane is treated with phthalimide, triphenylphosphine and subsequently with diethyl azodicarboxylate to give 1-(2-phthalimidoethyl)-6-(o-chlorophenyl)-4H-s-triazolo-[4,3-a][1,4]benzodiazepine.